This data is from the Open Reaction Database (ORD), a public repository of structured organic reaction records. The task is: describe an organic reaction: reactants, conditions, products, and yield The reactants are C(C1=CC=CC=C1)OC(=O)N[C@H](C(=O)OC)[C@H]1COCCC1 ((S)-methyl 2-(benzyloxycarbonylamino)-2-((S)-tetrahydro-2H-pyran-3-yl)acetate), C(=O)(OC)OC(=O)OC (dimethyl dicarbonate). The reagents and catalysts are [Pd] (Pd/C). The solvent is CO (MeOH). Conditions: time 5 hour. Product: COC(=O)N[C@H](C(=O)OC)[C@H]1COCCC1 ((S)-methyl 2-(methoxycarbonylamino)-2-((S)-tetrahydro-2H-pyran-3-yl)acetate). The yield is 87.7%. RXN SMILES: [CH2:1]([O:8][C:9]([NH:11][C@@H:12]([C@@H:17]1[CH2:22][CH2:21][CH2:20][O:19][CH2:18]1)[C:13]([O:15][CH3:16])=[O:14])=[O:10])C1C=CC=CC=1.C(OC(OC)=O)(OC)=O>CO.[Pd]>[CH3:1][O:8][C:9]([NH:11][C@@H:12]([C@@H:17]1[CH2:22][CH2:21][CH2:20][O:19][CH2:18]1)[C:13]([O:15][CH3:16])=[O:14])=[O:10]. Procedure details: 10% Pd/C (69.3 mg, 0.065 mmol) was added to a solution of (S)-methyl 2-(benzyloxycarbonylamino)-2-((S)-tetrahydro-2H-pyran-3-yl)acetate (200 mg, 0.651 mmol) and dimethyl dicarbonate [4525-33-1] (0.104 mL, 0.976 mmol) in MeOH (10 mL). The reaction mixture was vacuum flushed with N2, followed by H2, and then the reaction was stirred under H2 (55 psi) at rt for 5 h. The reaction mixture was filtered through CELITE®/silica pad and the filtrate was concentrated to a colorless oil. The crude oil was p...